From a dataset of the Open Reaction Database (ORD), a public repository of structured organic reaction records. describe an organic reaction: reactants, conditions, products, and yield Starting materials: BrC=1C(=NC(=NC1)Cl)NC(COC)(C)C ((5-Bromo-2-chloro-pyrimidin-4-yl)-(2-methoxy-1,1-dimethyl-ethyl)-amine), [B]1OC2=CC=CC=C2O1 (catechol borane), C(C)OC#C (ethoxyacetylene). Yields the product ClC1=NC=C(C(=N1)NC(COC)(C)C)\C=C\OCC ([2-Chloro-5-((E)-2-ethoxy-vinyl)-pyrimidin-4-yl]-(2-methoxy-1,1-dimethyl-ethyl)-amine). Reaction SMILES: Br[C:2]1[C:3]([NH:9][C:10]([CH3:15])([CH3:14])[CH2:11][O:12][CH3:13])=[N:4][C:5]([Cl:8])=[N:6][CH:7]=1.[B]1OC2C(=CC=CC=2)O1.[CH2:25]([O:27][C:28]#[CH:29])[CH3:26]>>[Cl:8][C:5]1[N:4]=[C:3]([NH:9][C:10]([CH3:15])([CH3:14])[CH2:11][O:12][CH3:13])[C:2](/[CH:26]=[CH:25]/[O:27][CH2:28][CH3:29])=[CH:7][N:6]=1 |^1:15|. Reported procedure: The title compound was prepared according to the method described for Preparation 61 using (5-Bromo-2-chloro-pyrimidin-4-yl)-(2-methoxy-1,1-dimethyl-ethyl)-amine (Preparation 256), catechol borane and ethoxyacetylene (40% in hexane) to afford the title compound as light brown gum in 44% yield, 2.6 g. Starting materials: C(O)C(CC)(CO)CO (trimethylolpropane), C(CCC)[Sn](CCCC)=O (dibutyltin oxide), C(CC(=O)C)(=O)OC (methyl acetoacetate), P(OC1=CC=CC=C1)(OC1=CC=CC=C1)OC1=CC=CC=C1 (triphenyl phosphite). The product is C(CC(=O)C)(=O)O.C(CC(=O)C)(=O)O.C(CC(=O)C)(=O)O.C(O)C(CC)(CO)CO (Trimethylolpropane Tris (acetoacetate)). RXN SMILES: [CH2:1]([C:3]([CH2:8][OH:9])([CH2:6][OH:7])[CH2:4][CH3:5])[OH:2].[C:10]([O:16]C)(=[O:15])[CH2:11][C:12]([CH3:14])=[O:13].P(OC1C=CC=CC=1)(OC1C=CC=CC=1)OC1C=CC=CC=1.C([Sn](=O)CCCC)CCC>>[C:10]([OH:16])(=[O:15])[CH2:11][C:12]([CH3:14])=[O:13].[C:10]([OH:16])(=[O:15])[CH2:11][C:12]([CH3:14])=[O:13].[C:10]([OH:16])(=[O:15])[CH2:11][C:12]([CH3:14])=[O:13].[CH2:1]([C:3]([CH2:8][OH:9])([CH2:6][OH:7])[CH2:4][CH3:5])[OH:2] |f:4.5.6.7|. Procedure: A 1000 ml. four-necked flask fitted with overhead stirrer, nitrogen sparge tube, thermometer and Barrett trap on top of a 6" steam jacketed Vigreux column was charged with 134.2 g. trimethylolpropane (1.0 mol), 580.6 g. methyl acetoacetate (5.0 mols), 0.8 g. triphenyl phosphite and 0.8 g. dibutyltin oxide. Steam was turned on in the jacketed Vigreux and the mixture was stirred with a nitrogen sparge and heated. When the pot temperature reached 142° C. methanol began distilling rapidly from the m... Starting materials: O=C([O-])[O-], CC#N, CS(=O)(=O)c1cccc(C2CCNCC2)c1F, CCCI, [K+], [K+], O. The product is CCCN1CCC(c2cccc(S(C)(=O)=O)c2F)CC1. Reaction SMILES: [C:18](=[O:19])([O-:20])[O-:21].[CH3:29][C:30]#[N:31].[F:1][c:2]1[c:3]([CH:12]2[CH2:13][CH2:14][NH:15][CH2:16][CH2:17]2)[cH:4][cH:5][cH:6][c:7]1[S:8](=[O:9])(=[O:10])[CH3:11].[I:24][CH2:25][CH2:26][CH3:27].[K+:22].[K+:23].[OH2:28]>>[F:1][c:2]1[c:3]([CH:12]2[CH2:13][CH2:14][N:15]([CH2:25][CH2:26][CH3:27])[CH2:16][CH2:17]2)[cH:4][cH:5][cH:6][c:7]1[S:8](=[O:9])(=[O:10])[CH3:11]. Reactants: C(C(C)C)=O (isobutyraldehyde), N1CCC(CC1)OC1=CC=C(C=C1)NC(=O)N1CC=2C=NC=CC2C1 (N-(4-(piperidin-4-yloxy)phenyl)-1H-pyrrolo[3,4-c]pyridine-2(3H)-carboxamide), N1CCC(=CC1)C1=CC=C(C=C1)NC(=O)N1CC2=CC=CC=C2C1 (N-(4-(1,2,3,6-tetrahydropyridin-4-yl)phenyl)isoindoline-2-carboxamide). Product: O1CC(CC1)CN1CCC(CC1)OC1=CC=C(C=C1)NC(=O)N1CC=2C=NC=CC2C1 (N-(4-{[1-(tetrahydrofuran-3-ylmethyl)piperidin-4-yl]oxy}phenyl)-1,3-dihydro-2H-pyrrolo[3,4-c]pyridine-2-carboxamide). As a reaction SMILES: [CH:1](=[O:5])[CH:2]([CH3:4])[CH3:3].[NH:6]1[CH2:11][CH2:10][CH:9]([O:12][C:13]2[CH:18]=[CH:17][C:16]([NH:19][C:20]([N:22]3[CH2:30][C:29]4[CH:28]=[CH:27][N:26]=[CH:25][C:24]=4[CH2:23]3)=[O:21])=[CH:15][CH:14]=2)[CH2:8][CH2:7]1.N1CC=C(C2C=CC(NC(N3CC4C(=CC=CC=4)C3)=O)=CC=2)C[CH2:32]1>>[O:5]1[CH2:32][CH2:3][CH:2]([CH2:4][N:6]2[CH2:11][CH2:10][CH:9]([O:12][C:13]3[CH:18]=[CH:17][C:16]([NH:19][C:20]([N:22]4[CH2:30][C:29]5[CH:28]=[CH:27][N:26]=[CH:25][C:24]=5[CH2:23]4)=[O:21])=[CH:15][CH:14]=3)[CH2:8][CH2:7]2)[CH2:1]1. Reported procedure: The title compound was prepared as described in Example 429, substituting tetrahydrofuran-3-carbaldehyde for isobutyraldehyde and N-(4-(piperidin-4-yloxy)phenyl)-1H-pyrrolo[3,4-c]pyridine-2(3H)-carboxamide for N-(4-(1,2,3,6-tetrahydropyridin-4-yl)phenyl)isoindoline-2-carboxamide. 1H NMR (400 MHz, Pyridine-d5. Temp=90° C.) δ ppm 8.53-8.58 (m, 1H) 8.08 (s, 1H) 7.70-7.77 (m, 2H) 7.10 (d, J=5.19 Hz, 1H) 7.01 (d, J=8.85 Hz, 2H) 4.84 (d, J=7.63 Hz, 4H) 4.19-4.27 (m, 1H) 3.75-3.90 (m, 2H) 3.67-3.72 (m,... The reactants are CC(=O)OI1(C=2C=CC=CC2C(=O)O1)(OC(=O)C)OC(=O)C (Dess Martin), CC=1N=C(SC1)NC1=CC(=C(C=N1)CO)OC1=CC=CC2=CC=CC=C12 ((6-(4-methylthiazol-2-ylamino)-4-(naphthalen-1-yloxy)pyridin-3-yl)methanol). The solvent is CCOCC (ether), [OH-].[Na+] (NaOH), C1CCOC1 (THF). Conditions: time 30 minute. The product is CC=1N=C(SC1)NC1=NC=C(C=O)C(=C1)OC1=CC=CC2=CC=CC=C12 (6-(4-methylthiazol-2-ylamino)-4-(naphthalen-1-yloxy)nicotinaldehyde). Isolated yield 93.3%. Reaction SMILES: CC(OI1(OC(C)=O)(OC(C)=O)OC(=O)C2C=CC=CC1=2)=O.[CH3:23][C:24]1[N:25]=[C:26]([NH:29][C:30]2[N:35]=[CH:34][C:33]([CH2:36][OH:37])=[C:32]([O:38][C:39]3[C:48]4[C:43](=[CH:44][CH:45]=[CH:46][CH:47]=4)[CH:42]=[CH:41][CH:40]=3)[CH:31]=2)[S:27][CH:28]=1>C1COCC1.CCOCC.[OH-].[Na+]>[CH3:23][C:24]1[N:25]=[C:26]([NH:29][C:30]2[CH:31]=[C:32]([O:38][C:39]3[C:48]4[C:43](=[CH:44][CH:45]=[CH:46][CH:47]=4)[CH:42]=[CH:41][CH:40]=3)[C:33]([CH:36]=[O:37])=[CH:34][N:35]=2)[S:27][CH:28]=1 |f:4.5|. Reported procedure: To a solution of Dess Martin periodane (1.30 g, 3.05 mmol) in THF (5 mL) at 0° C. was added a solution of (6-(4-methylthiazol-2-ylamino)-4-(naphthalen-1-yloxy)pyridin-3-yl)methanol (0.925 g, 2.55 mmol). The mixture was warmed to room temperature and stirred for 30 minutes, diluted with ether and hydrolyzed with 1N NaOH (40 mL). The mixture was extracted with ether, washed with brine, dried, and concentrated to afford 6-(4-methylthiazol-2-ylamino)-4-(naphthalen-1-yloxy)nicotinaldehyde (0.860 g, 9... Reactants: c1ccc2c(c1)CCCN2, C1CCOC1, O=C(Cl)Oc1ccc([N+](=O)[O-])cc1, O, c1ccncc1. Product: O=C(Oc1ccc([N+](=O)[O-])cc1)N1CCCc2ccccc21. RXN SMILES: [CH2:1]1[CH2:2][NH:3][c:4]2[cH:5][cH:6][cH:7][cH:8][c:9]2[CH2:10]1.[CH2:31]1[O:32][CH2:33][CH2:34][CH2:35]1.[Cl:17][C:18](=[O:19])[O:20][c:21]1[cH:22][cH:23][c:24]([N+:27](=[O:28])[O-:29])[cH:25][cH:26]1.[OH2:30].[cH:11]1[cH:12][cH:13][n:14][cH:15][cH:16]1>>[CH2:1]1[CH2:2][N:3]([C:18](=[O:19])[O:20][c:21]2[cH:22][cH:23][c:24]([N+:27](=[O:28])[O-:29])[cH:25][cH:26]2)[c:4]2[cH:5][cH:6][cH:7][cH:8][c:9]2[CH2:10]1. As a reaction SMILES: [Cl:1][C:2]1[CH:3]=[C:4]([C:9]2[CH:14]=[C:13]([CH3:15])[N:12]=[C:11](I)[CH:10]=2)[CH:5]=[CH:6][C:7]=1[Cl:8].[Br:17][C:18]1[CH:19]=[C:20](B(O)O)[CH:21]=[CH:22][CH:23]=1>>[Br:17][C:18]1[CH:19]=[C:20]([C:11]2[CH:10]=[C:9]([C:4]3[CH:5]=[CH:6][C:7]([Cl:8])=[C:2]([Cl:1])[CH:3]=3)[CH:14]=[C:13]([CH3:15])[N:12]=2)[CH:21]=[CH:22][CH:23]=1. Isolated yield 36.0%. Product: BrC=1C=C(C=CC1)C1=NC(=CC(=C1)C1=CC(=C(C=C1)Cl)Cl)C (2-(3-Bromo-phenyl)-4-(3,4-dichloro-phenyl)-6-methyl-pyridine), solid. Reported procedure: The title compound was prepared from 4-(3,4-dichloro-phenyl)-2-iodo-6-methylpyridine (example A.52) (5.5 g, ca. 60% pure, ca. 9 mmol) and commercially available 3-bromo-benzene-boronic acid (1.82 g, 9.1 mmol) according to the general procedure IVb. Obtained as a white solid (1.3 g, 36%). MS (ISP) 391.9 [(M+H)+], 394.0 [(M+2+H)+], 396.0 [(M+4+H)+] and 398.0 [(M+6+H)+]. The reactants are ClC=1C=C(C=CC1Cl)C1=CC(=NC(=C1)C)I (4-(3,4-dichloro-phenyl)-2-iodo-6-methylpyridine), BrC=1C=C(C=CC1)B(O)O (3-bromo-benzene-boronic acid).